Dataset: the Open Reaction Database (ORD), a public repository of structured organic reaction records. Task: describe an organic reaction: reactants, conditions, products, and yield Reactants: CC(C)(C)OC(=O)N1CCCC(O)(C#CCO)C1c1ccccc1, CCOC(C)=O, [Pb], [Pd]. Product: CC(C)(C)OC(=O)N1CCCC(O)(C=CCO)C1c1ccccc1. As a reaction SMILES: [C:2]([CH3:3])([CH3:4])([CH3:5])[O:6][C:7](=[O:8])[N:9]1[CH:10]([c:20]2[cH:21][cH:22][cH:23][cH:24][cH:25]2)[C:11]([OH:15])([C:16]#[C:17][CH2:18][OH:19])[CH2:12][CH2:13][CH2:14]1.[CH3:26][CH2:27][O:28][C:29](=[O:30])[CH3:31].[Pb:1].[Pd:32]>>[C:2]([CH3:3])([CH3:4])([CH3:5])[O:6][C:7](=[O:8])[N:9]1[CH:10]([c:20]2[cH:21][cH:22][cH:23][cH:24][cH:25]2)[C:11]([OH:15])([CH:16]=[CH:17][CH2:18][OH:19])[CH2:12][CH2:13][CH2:14]1. The reactants are FC=1C(=C2C=3N(C(CO2)=C)C=C(C(C3C1)=O)C(=O)OCC)F (ethyl 9,10-difluoro-3-methylene-7-oxo-2,3-dihydro-7H-pyrido(1,2,3-de)-1,4-benzoxazine-6-carboxylate), aqueous solution, [OH-].[K+] (potassium hydroxide). The solvent is C(C)O (ethanol). The product is FC=1C(=C2C=3N(C(CO2)=C)C=C(C(C3C1)=O)C(=O)O)F (9,10-difluoro-3-methylene-7-oxo-2,3-dihydro-7H-pyrido-(1,2,3-de)-1,4-benzoxazine-6-carboxylic acid). Yield: 99.0%. As a reaction SMILES: [F:1][C:2]1[C:3]([F:22])=[C:4]2[O:9][CH2:8][C:7](=[CH2:10])[N:6]3[CH:11]=[C:12]([C:17]([O:19]CC)=[O:18])[C:13](=[O:16])[C:14]([CH:15]=1)=[C:5]23.[OH-].[K+]>C(O)C>[F:1][C:2]1[C:3]([F:22])=[C:4]2[O:9][CH2:8][C:7](=[CH2:10])[N:6]3[CH:11]=[C:12]([C:17]([OH:19])=[O:18])[C:13](=[O:16])[C:14]([CH:15]=1)=[C:5]23 |f:1.2|. Reported procedure: 900 mg of ethyl 9,10-difluoro-3-methylene-7-oxo-2,3-dihydro-7H-pyrido(1,2,3-de)-1,4-benzoxazine-6-carboxylate was suspended in 20 ml of ethanol and 5 ml of an aqueous solution containing 500 mg of potassium hydroxide was added thereto. The resulting mixture was allowed to react for 3 hours at 50°-60° C. (bath temperature). The solvent was distilled off and 10 ml of water was added to the residue and the mixture was neutralized by addition of hydrochloric acid. The precipitate formed was collecte... Starting materials: BrCCCCCC(=O)OCC (ethyl 6-bromohexanoate), [N-]=[N+]=[N-].[Na+] (NaN3), O (water). Solvent: CO (MeOH). Yields the product N(=[N+]=[N-])CCCCCC(=O)OCC (ethyl 6-azidohexanoate). Isolated yield 103.5%. As a reaction SMILES: Br[CH2:2][CH2:3][CH2:4][CH2:5][CH2:6][C:7]([O:9][CH2:10][CH3:11])=[O:8].[N-:12]=[N+:13]=[N-:14].[Na+].O>CO>[N:12]([CH2:2][CH2:3][CH2:4][CH2:5][CH2:6][C:7]([O:9][CH2:10][CH3:11])=[O:8])=[N+:13]=[N-:14] |f:1.2|. Reported procedure: A solution of ethyl 6-bromohexanoate (10.0 g, 44.8 mmol), NaN3 (5.83 g, 89.6 mmol) and 25 ml of water in 75 ml of MeOH was refluxed for 3.5 hrs. The MeOH was removed in vacuo and the residue was partitioned between CHCl3 (200 ml) and water (50 ml). The organic layer was separated and washed with water. After drying (Na2SO4) and evaporation of solvent, ethyl 6-azidohexanoate (8.59 g, 100%) was obtained as a colorless oil. The reactants are [H-].[Na+] (sodium hydride), CN(C=O)C (dimethylformamide), S(=O)(=O)(OC)OC (dimethyl sulfate), CN(C=O)C (dimethylformamide), C[Si](C=1C=C(C=CC1)O)(CCCCCC)C (3-(dimethyl-n-hexylsilyl)phenol). Solvent: O (water). Run at temperature 25 celsius, time 1 hour. The product is C[Si](C=1C=C(C=CC1)OC)(CCCCCC)C (3-(Dimethyl-n-hexylsilyl)-1-methoxybenzene). Yield: 53.0%. Reaction SMILES: [H-].[Na+].CN(C)[CH:5]=[O:6].[CH3:8][Si:9]([CH3:23])([CH2:17][CH2:18][CH2:19][CH2:20][CH2:21][CH3:22])[C:10]1[CH:11]=[C:12](O)[CH:13]=[CH:14][CH:15]=1.S(OC)(OC)(=O)=O>O>[CH3:8][Si:9]([CH3:23])([CH2:17][CH2:18][CH2:19][CH2:20][CH2:21][CH3:22])[C:10]1[CH:11]=[C:12]([O:6][CH3:5])[CH:13]=[CH:14][CH:15]=1 |f:0.1|. Reported procedure: To a 0° C. slurry of 3.98 g. (0.166 mole) of sodium hydride in 50 ml. dimethylformamide was slowly added a solution of 26.1 g. (0.111 mole) of 3-(dimethyl-n-hexylsilyl)phenol in 50 ml. dimethylformamide. Following addition, the reaction mixture was stirred 1 hr at 25° C. and cooled to 0° C. To the cooled reaction mixture, 20.9 g. (0.166 mole) of dimethyl sulfate was slowly added. Following addition, the reaction was stirred for 2 hr at 25° C. and then added to 200 ml. water. The quenched reactio... Reactants: CC(C)=O, ON=C1CCCc2cnc(Cl)nc21, O. Yields the product O=C1CCCc2cnc(Cl)nc21. As a reaction SMILES: [CH3:15][C:16](=[O:17])[CH3:18].[Cl:1][c:2]1[n:3][c:4]2[c:9]([cH:10][n:11]1)[CH2:8][CH2:7][CH2:6][C:5]2=[N:12][OH:13].[OH2:14]>>[Cl:1][c:2]1[n:3][c:4]2[c:9]([cH:10][n:11]1)[CH2:8][CH2:7][CH2:6][C:5]2=[O:14]. The reactants are N1(N=CN=C1)CCCC(=O)OCC1=CC=CC=C1 (benzyl 4-(1,2,4-triazol-1-yl)butyrate), [H][H] (hydrogen). The reagents and catalysts are [C].[Pd] (palladium carbon). Solvent: C(C)O (ethanol), C(C)O (ethanol). Yields the product N1(N=CN=C1)CCCC(=O)O (4-(1,2,4-triazol-1-yl)butyric acid). The yield is 89.1%. As a reaction SMILES: [N:1]1([CH2:6][CH2:7][CH2:8][C:9]([O:11]CC2C=CC=CC=2)=[O:10])[CH:5]=[N:4][CH:3]=[N:2]1.[H][H]>C(O)C.[C].[Pd]>[N:1]1([CH2:6][CH2:7][CH2:8][C:9]([OH:11])=[O:10])[CH:5]=[N:4][CH:3]=[N:2]1 |f:3.4|. Reported procedure: 0.5 g of 5% palladium carbon was added to a solution of 11 g of benzyl 4-(1,2,4-triazol-1-yl)butyrate in 150 ml of ethanol. The mixture was stirred at a hydrogen pressure of 1 atm. at room temperature for 1 hour. Thereto was added 100 ml of ethanol. The mixture was heated and made uniform. Palladium carbon was collected by filtration and washed with ethanol. The filtrate and the washings were combined and concentrated under reduced pressure. To the residue was added a small amount of ethanol. Th... Reactants: ON=C(C1=CN=CC=C1)N (N′-hydroxynicotinimidamide), OC=1C=NC=C(C(=O)O)C1 (5-hydroxynicotinic acid), N (NH3). Yields the product N1=CC(=CC=C1)C1=NOC(=N1)C=1C=C(C=NC1)O (5-(3-(pyridin-3-yl)-1,2,4-oxadiazol-5-yl)pyridin-3-ol). Reaction SMILES: [OH:1][N:2]=[C:3]([NH2:10])[C:4]1[CH:9]=[CH:8][CH:7]=[N:6][CH:5]=1.[OH:11][C:12]1[CH:13]=[N:14][CH:15]=[C:16]([CH:20]=1)[C:17](O)=O.N>>[N:6]1[CH:7]=[CH:8][CH:9]=[C:4]([C:3]2[N:10]=[C:17]([C:16]3[CH:20]=[C:12]([OH:11])[CH:13]=[N:14][CH:15]=3)[O:1][N:2]=2)[CH:5]=1. Reported procedure: The title compound was prepared according to the procedure of Example 8 using N′-hydroxynicotinimidamide (Aldrich) and 5-hydroxynicotinic acid (Matrix Scientific). 1H NMR (300 MHz, DMSO-d6) δ 7.66 (ddd, J=8.0, 4.9, 1.0 Hz, 1 H), 7.86 (dd, J=2.7, 2.0 Hz, 1 H), 8.31-8.55 (m, 2 H), 8.83 (s, 2 H), 9.26 (s, 1 H) ppm; MS (DCI/NH3) m/z 241 (M+H)+.